Dataset: the Open Reaction Database (ORD), a public repository of structured organic reaction records. Task: describe an organic reaction: reactants, conditions, products, and yield Reactants: BrC=1C=C(SC1)SCC=1C=C(C=O)C=CC1 (3-(4-bromothienylthiomethyl)benzaldehyde), C(CCC)[Sn](C1=CSC=C1)(CCCC)CCCC (tributyl(3-thienyl)stannane), BrC=1C=C(SC1)S (4-bromo-2-thiophenethiol), BrCC=1C=C(C=O)C=CC1 (3-bromomethylbenzaldehyde). The reagents and catalysts are C=1C=CC(=CC1)[P](C=2C=CC=CC2)(C=3C=CC=CC3)[Pd]([P](C=4C=CC=CC4)(C=5C=CC=CC5)C=6C=CC=CC6)([P](C=7C=CC=CC7)(C=8C=CC=CC8)C=9C=CC=CC9)[P](C=1C=CC=CC1)(C=1C=CC=CC1)C=1C=CC=CC1 (tetrakis(triphenylphosphine)palladium). The product is S1C=C(C=C1)C=1C=C(SC1)SCC=1C=C(C=O)C=CC1 (3-[4-(3-thienyl)-2-thienylthiomethyl]benzaldehyde). As a reaction SMILES: Br[C:2]1[CH:3]=[C:4]([S:7][CH2:8][C:9]2[CH:10]=[C:11]([CH:14]=[CH:15][CH:16]=2)[CH:12]=[O:13])[S:5][CH:6]=1.Br[C:18]1[CH:19]=[C:20](S)[S:21][CH:22]=1.BrCC1C=C(C=CC=1)C=O.C([Sn](CCCC)(CCCC)C1C=CSC=1)CCC>C1C=CC([P]([Pd]([P](C2C=CC=CC=2)(C2C=CC=CC=2)C2C=CC=CC=2)([P](C2C=CC=CC=2)(C2C=CC=CC=2)C2C=CC=CC=2)[P](C2C=CC=CC=2)(C2C=CC=CC=2)C2C=CC=CC=2)(C2C=CC=CC=2)C2C=CC=CC=2)=CC=1>[S:21]1[CH:22]=[CH:18][C:19]([C:2]2[CH:3]=[C:4]([S:7][CH2:8][C:9]3[CH:10]=[C:11]([CH:14]=[CH:15][CH:16]=3)[CH:12]=[O:13])[S:5][CH:6]=2)=[CH:20]1 |^1:55,57,76,95|. Procedure: Using 3-(4-bromothienylthiomethyl)benzaldehyde [obtained by performing the same reaction as in Referential Example 56 using 4-bromo-2-thiophenethiol [Chem. Abst., 56, 4277 (1962)] and 3-bromomethylbenzaldehyde as starting materials], tributyl(3-thienyl)stannane and tetrakis(triphenylphosphine)palladium, the same reaction as in Referential Example 37 is carried out to give the captioned compound as a colorless oil. Product: CC(NC(N)=S)c1cccc(C(=O)c2ccccc2)c1. The reactants are CC(N)c1cccc(C(=O)c2ccccc2)c1, Cc1ccccc1, Cl, [Na+], N#C[S-], O=S(=O)(O)O. Reaction SMILES: [C:2]([c:3]1[cH:4][cH:5][cH:6][cH:7][cH:8]1)(=[O:9])[c:10]1[cH:11][c:12]([CH:16]([CH3:17])[NH2:18])[cH:13][cH:14][cH:15]1.[CH3:28][c:29]1[cH:30][cH:31][cH:32][cH:33][cH:34]1.[ClH:1].[Na+:24].[S-:25][C:26]#[N:27].[S:19](=[O:20])(=[O:21])([OH:22])[OH:23]>>[C:2]([c:3]1[cH:4][cH:5][cH:6][cH:7][cH:8]1)(=[O:9])[c:10]1[cH:11][c:12]([CH:16]([CH3:17])[NH:18][C:26](=[S:25])[NH2:27])[cH:13][cH:14][cH:15]1. The reactants are BrC=1C=NC(=NC1)C(=O)O (5-bromo-2-pyrimidinecarboxylic acid), Cl.ClC=1C=C2C=C(NC2=CC1)S(=O)(=O)N1CCNCC1 (1-[(5-chloroindol-2-yl)sulfonyl]piperazine hydrochloride). Yields the product BrC=1C=NC(=NC1)C(=O)N1CCN(CC1)S(=O)(=O)C=1NC2=CC=C(C=C2C1)Cl (1-[(5-Bromopyrimidin-2-yl)carbonyl]-4-[(5-chloroindol-2-yl)sulfonyl]piperazine). RXN SMILES: [Br:1][C:2]1[CH:3]=[N:4][C:5]([C:8]([OH:10])=O)=[N:6][CH:7]=1.Cl.[Cl:12][C:13]1[CH:14]=[C:15]2[C:19](=[CH:20][CH:21]=1)[NH:18][C:17]([S:22]([N:25]1[CH2:30][CH2:29][NH:28][CH2:27][CH2:26]1)(=[O:24])=[O:23])=[CH:16]2>>[Br:1][C:2]1[CH:7]=[N:6][C:5]([C:8]([N:28]2[CH2:29][CH2:30][N:25]([S:22]([C:17]3[NH:18][C:19]4[C:15]([CH:16]=3)=[CH:14][C:13]([Cl:12])=[CH:21][CH:20]=4)(=[O:23])=[O:24])[CH2:26][CH2:27]2)=[O:10])=[N:4][CH:3]=1 |f:1.2|. Procedure details: In the same manner as in Referential Example 12, a reaction was effected using 5-bromo-2-pyrimidinecarboxylic acid and 1-[(5-chloroindol-2-yl)sulfonyl]piperazine hydrochloride as starting materials, whereby the title compound was obtained as a colorless solid. The reactants are O=CC(=O)O, CCOC(N)=O, Cc1ccccc1, O, c1ccc2[nH]nnc2c1. Product: CCOC(=O)N(CC(=O)O)n1nnc2ccccc21. Reaction SMILES: [C:8]([CH:9]=[O:10])(=[O:11])[OH:12].[CH3:1][CH2:2][O:3][C:4]([NH2:5])=[O:6].[CH3:22][c:23]1[cH:24][cH:25][cH:26][cH:27][cH:28]1.[OH2:7].[nH:13]1[n:14][n:15][c:16]2[c:17]1[cH:18][cH:19][cH:20][cH:21]2>>[CH3:1][CH2:2][O:3][C:4]([N:5]([CH2:9][C:8](=[O:11])[OH:12])[n:13]1[n:14][n:15][c:16]2[c:17]1[cH:18][cH:19][cH:20][cH:21]2)=[O:6]. Isolated yield 88.4%. Reaction SMILES: [C:1]([N:8]1[CH2:13][CH2:12][CH:11]([O:14][C:15]2[CH:20]=[CH:19][CH:18]=[CH:17][C:16]=2Br)[CH2:10][CH2:9]1)([O:3][C:4]([CH3:7])([CH3:6])[CH3:5])=[O:2].[NH:22]1[CH2:27][CH2:26][NH:25][CH2:24][CH2:23]1.C1C=CC(P(C2C(C3C(P(C4C=CC=CC=4)C4C=CC=CC=4)=CC=C4C=3C=CC=C4)=C3C(C=CC=C3)=CC=2)C2C=CC=CC=2)=CC=1.CC([O-])(C)C.[Na+]>C1(C)C=CC=CC=1.CCOC(C)=O.C1C=CC(/C=C/C(/C=C/C2C=CC=CC=2)=O)=CC=1.C1C=CC(/C=C/C(/C=C/C2C=CC=CC=2)=O)=CC=1.C1C=CC(/C=C/C(/C=C/C2C=CC=CC=2)=O)=CC=1.[Pd].[Pd]>[C:1]([N:8]1[CH2:13][CH2:12][CH:11]([O:14][C:15]2[CH:20]=[CH:19][CH:18]=[CH:17][C:16]=2[N:22]2[CH2:27][CH2:26][NH:25][CH2:24][CH2:23]2)[CH2:10][CH2:9]1)([O:3][C:4]([CH3:7])([CH3:6])[CH3:5])=[O:2] |f:3.4,7.8.9.10.11|. Reported procedure: To a solution of N-boc-4-(2-bromo-phenoxy)-piperidine (13.4 g, 39.6 mmol, 1.0 eq.), piperazine (9.73 g, 113 mmol, 3.0 eq.), Pd2dba3 (1.72 g, 1.88 mmol, 0.05 eq.), BINAP (3.5 g, 5.65 mmol, 0.15 eq.) in toluene (150 mL) was added NaOtBu (5.1 g, 52.6 mmol, 1.4 eq.). The mixture was heated to 95° C. and stirred at that temperature overnight. The slurry was diluted with EtOAc and filtered through a pad of celite. The filtrate was concentrated and purified by ion exchange (SCX, 10 g) column. Further p... Reagents/catalysts: C=1C=CC(=CC1)/C=C/C(=O)/C=C/C2=CC=CC=C2.C=1C=CC(=CC1)/C=C/C(=O)/C=C/C2=CC=CC=C2.C=1C=CC(=CC1)/C=C/C(=O)/C=C/C2=CC=CC=C2.[Pd].[Pd] (Pd2dba3). The product is C(=O)(OC(C)(C)C)N1CCC(CC1)OC1=C(C=CC=C1)N1CCNCC1 (4-[2-(N-boc-piperidin-4-yloxy)-phenyl]-piperazine). The reactants are C(=O)(OC(C)(C)C)N1CCC(CC1)OC1=C(C=CC=C1)Br (N-boc-4-(2-bromo-phenoxy)-piperidine), N1CCNCC1 (piperazine), C=1C=CC(=CC1)P(C=2C=CC=CC2)C3=CC=C4C=CC=CC4=C3C5=C6C=CC=CC6=CC=C5P(C=7C=CC=CC7)C=8C=CC=CC8 (BINAP), CC(C)(C)[O-].[Na+] (NaOtBu). Run in C1(=CC=CC=C1)C (toluene), CCOC(=O)C (EtOAc). Reaction conditions: temperature 95 celsius, time 8 hour. Starting materials: [Li]CCCC, CCOC(C)=O, CCCCCC, [Cl-], Fc1ccc(CCN2CCC(N3CCc4ccc(Br)cc43)CC2)cc1, [NH4+], C1CCOC1. The product is Cl, Fc1ccc(CCN2CCC(N3CCc4ccccc43)CC2)cc1. As a reaction SMILES: [CH2:1]([Li:2])[CH2:3][CH2:4][CH3:5].[CH3:33][CH2:34][O:35][C:36](=[O:37])[CH3:38].[CH3:39][CH2:40][CH2:41][CH2:42][CH2:43][CH3:44].[Cl-:31].[F:6][c:7]1[cH:8][cH:9][c:10]([CH2:11][CH2:12][N:13]2[CH2:14][CH2:15][CH:16]([N:19]3[CH2:20][CH2:21][c:22]4[cH:23][cH:24][c:25]([Br:28])[cH:26][c:27]43)[CH2:17][CH2:18]2)[cH:29][cH:30]1.[NH4+:32].[O:45]1[CH2:46][CH2:47][CH2:48][CH2:49]1>>[ClH:31].[F:6][c:7]1[cH:8][cH:9][c:10]([CH2:11][CH2:12][N:13]2[CH2:14][CH2:15][CH:16]([N:19]3[CH2:20][CH2:21][c:22]4[cH:23][cH:24][cH:25][cH:26][c:27]43)[CH2:17][CH2:18]2)[cH:29][cH:30]1.